This data is from the Open Reaction Database (ORD), a public repository of structured organic reaction records. The task is: describe an organic reaction: reactants, conditions, products, and yield The reactants are BrCC(/C(/C(=O)OCC)=N/OC1CCOCC1)=O (Ethyl 4-bromo-(Z)-2-(tetrahydro-4H-pyran-4-yloxyimino)-3-oxobutyrate), NC(=S)N (thiourea). The product is NC=1SC=C(N1)/C(/C(=O)OCC)=N/OC1CCOCC1 (Ethyl 2-(2-aminothiazol-4-yl)-(Z)-2-(tetrahydro-4H-pyran-4-yloxyimino)acetate). Yield: 70.0%. As a reaction SMILES: Br[CH2:2][C:3](=O)/[C:4](=[N:10]/[O:11][CH:12]1[CH2:17][CH2:16][O:15][CH2:14][CH2:13]1)/[C:5]([O:7][CH2:8][CH3:9])=[O:6].[NH2:19][C:20]([NH2:22])=[S:21]>>[NH2:22][C:20]1[S:21][CH:2]=[C:3](/[C:4](=[N:10]/[O:11][CH:12]2[CH2:17][CH2:16][O:15][CH2:14][CH2:13]2)/[C:5]([O:7][CH2:8][CH3:9])=[O:6])[N:19]=1. Procedure: Ethyl 4-bromo-(Z)-2-(tetrahydro-4H-pyran-4-yloxyimino)-3-oxobutyrate (0.52 g) was treated with thiourea as described in Example 4d. Crystallisation from diisopropyl ether gave the title compound as a pale yellow solid (0.34 g, 70%), m.p. 110.0°-110.5° C. [Found: C: 48.37, H: 5.99, N: 13.59. C12H17N3O4S requires C: 48.15, H: 5.72, N: 14.04%]. νmax (KBr) 3138, 1733, 1616, 1538 cm-1. δH (CDCl3) 1.39 (3H, t), 1.76 (2H, m), 2.01 (2H, m), 3.56 (2H, m), 3.88 (2H, m), 4.42 (2H, q), 4.53 (1H, m), 5.29 (2... Reactants: CC1N(CCN(CC1C)C(=O)OCC1=CC=CC=C1)C(=O)OC(C)(C)C (1-benzyl 4-tert-butyl 5,6-dimethyl-1,4-diazepane-1,4-dicarboxylate), [H][H] (hydrogen). Reagents/catalysts: [OH-].[OH-].[Pd+2] (palladium hydroxide on carbon). Solvent: C(C)(=O)OCC (ethyl acetate). Yields the product CC1CNCCN(C1C)C(=O)OC(C)(C)C (tert-butyl 6,7-dimethyl-1,4-diazepane-1-carboxylate). Reaction SMILES: [CH3:1][CH:2]1[CH:8]([CH3:9])[CH2:7][N:6](C(OCC2C=CC=CC=2)=O)[CH2:5][CH2:4][N:3]1[C:20]([O:22][C:23]([CH3:26])([CH3:25])[CH3:24])=[O:21].[H][H]>C(OCC)(=O)C.[OH-].[OH-].[Pd+2]>[CH3:9][CH:8]1[CH:2]([CH3:1])[N:3]([C:20]([O:22][C:23]([CH3:25])([CH3:24])[CH3:26])=[O:21])[CH2:4][CH2:5][NH:6][CH2:7]1 |f:3.4.5|. Procedure: To a solution of 1-3 (3.3 g, 9.1 mmol) in ethyl acetate (45 mL) was added 20% palladium hydroxide on carbon (256 mg) and the reaction was stirred at room temperature under balloon pressure of hydrogen gas overnight. The reaction was filtered through celite and concentrated in vacuo to afford 1-4. Reactants: O=C([O-])O, Cc1c(-c2ccc(CC(NC(=O)c3c(F)cccc3F)C(=O)O)cc2)c(=O)n(C)c(=O)n1C, CCI, [Na+], CN(C)C=O, O. Product: CCOC(=O)C(Cc1ccc(-c2c(C)n(C)c(=O)n(C)c2=O)cc1)NC(=O)c1c(F)cccc1F. As a reaction SMILES: [C:34](=[O:35])([OH:36])[O-:37].[F:1][c:2]1[c:3]([C:9](=[O:10])[NH:11][CH:12]([CH2:13][c:14]2[cH:15][cH:16][c:17](-[c:20]3[c:21](=[O:30])[n:22]([CH3:29])[c:23](=[O:28])[n:24]([CH3:27])[c:25]3[CH3:26])[cH:18][cH:19]2)[C:31](=[O:32])[OH:33])[c:4]([F:8])[cH:5][cH:6][cH:7]1.[I:39][CH2:40][CH3:41].[Na+:38].[O:43]=[CH:44][N:45]([CH3:46])[CH3:47].[OH2:42]>>[F:1][c:2]1[c:3]([C:9](=[O:10])[NH:11][CH:12]([CH2:13][c:14]2[cH:15][cH:16][c:17](-[c:20]3[c:21](=[O:30])[n:22]([CH3:29])[c:23](=[O:28])[n:24]([CH3:27])[c:25]3[CH3:26])[cH:18][cH:19]2)[C:31]([O:32][CH2:40][CH3:41])=[O:33])[c:4]([F:8])[cH:5][cH:6][cH:7]1. Reactants: C(OCCC1=CC=C(C=C1)CC(=O)N(C1CCN(CC1)C(C)C)C1=CC=C(C=C1)Cl)([O-])=O ({4-[2-{(4-chlorophenyl)[1-(1-methylethyl)-4-piperidinyl-]amino}-2-oxoethyl]phenyl}ethyl carbonate), [OH-].[Na+] (sodium hydroxide). The solvent is C(C)(=O)O (acetic acid). Reaction conditions: temperature 45 celsius, time 90 minute. Yields the product Cl.ClC1=CC=C(C=C1)N(C(CC1=CC=C(C=C1)O)=O)C1CCN(CC1)C(C)C (N-(4-chlorophenyl)-4-hydroxy-N-[1-(1-methylethyl)-4-piperidinyl]benzeneacetamide monohydrochloride). As a reaction SMILES: C(=O)([O-])OCC[C:5]1[CH:10]=[CH:9][C:8]([CH2:11][C:12]([N:14]([C:24]2[CH:29]=[CH:28][C:27]([Cl:30])=[CH:26][CH:25]=2)[CH:15]2[CH2:20][CH2:19][N:18]([CH:21]([CH3:23])[CH3:22])[CH2:17][CH2:16]2)=[O:13])=[CH:7][CH:6]=1.[OH-:33].[Na+]>C(O)(=O)C>[ClH:30].[Cl:30][C:27]1[CH:28]=[CH:29][C:24]([N:14]([CH:15]2[CH2:16][CH2:17][N:18]([CH:21]([CH3:22])[CH3:23])[CH2:19][CH2:20]2)[C:12](=[O:13])[CH2:11][C:8]2[CH:9]=[CH:10][C:5]([OH:33])=[CH:6][CH:7]=2)=[CH:25][CH:26]=1 |f:1.2,4.5|. Procedure: A mixture of 5.5 parts of {4-[2-{(4-chlorophenyl)[1-(1-methylethyl)-4-piperidinyl-]amino}-2-oxoethyl]phenyl}ethyl carbonate and 5 C parts of a sodium hydroxide solution 10% is stirred for 90 minutes at 45° C. The reaction mixture is cooled to room temperature and acidified with acetic acid to pH 5.5-6. The product is extracted with trichloromethane. The extract is dried, filtered and evaporated. The oily residue is purified by column-chromatography over silica gel using a mixture of trichloromet... The reactants are C(C)OC1=C(N)C=CC=C1 (2-ethoxyaniline), NC1=C(C(=O)O)C=CC(=C1)Cl (2-amino-4-chlorobenzoic acid), C(CC)(=O)Cl (propionyl chloride). The solvent is P(Cl)(Cl)Cl (phosphorus trichloride), C1(=CC=CC=C1)C (toluene), C(C)N(CC)CC (triethylamine), O1CCCC1 (tetrahydrofuran). Yields the product C(C)C1=NC2=CC(=CC=C2C(N1C1=C(C=CC=C1)OCC)=O)Cl (2-ethyl-7-chloro-3-(2-ethoxyphenyl)quinazolin-4(3H)-one). RXN SMILES: [NH2:1][C:2]1[CH:10]=[C:9]([Cl:11])[CH:8]=[CH:7][C:3]=1[C:4]([OH:6])=O.[C:12](Cl)(=O)[CH2:13][CH3:14].[CH2:17]([O:19][C:20]1[CH:26]=[CH:25][CH:24]=[CH:23][C:21]=1[NH2:22])[CH3:18]>C(N(CC)CC)C.O1CCCC1.P(Cl)(Cl)Cl.C1(C)C=CC=CC=1>[CH2:13]([C:14]1[N:22]([C:21]2[CH:23]=[CH:24][CH:25]=[CH:26][C:20]=2[O:19][CH2:17][CH3:18])[C:4](=[O:6])[C:3]2[C:2](=[CH:10][C:9]([Cl:11])=[CH:8][CH:7]=2)[N:1]=1)[CH3:12]. Reported procedure: Briefly, 2-amino-4-chlorobenzoic acid was acylated with propionyl chloride in triethylamine (TEA) and tetrahydrofuran (THF). The acylated compound was refluxed with 2-ethoxyaniline in phosphorus trichloride and toluene to produce 2-ethyl-7-chloro-3-(2-ethoxyphenyl)quinazolin-4(3H)-one. The 2-ethyl-7-chloro-3-(2-ethoxyphenyl)quinazolin-4(3H)-one was brominated with N-bromosuccinimide (NBS) in carbon tetrachloride, the product of which was subsequently reacted with piperazine in THF. The piperazin... The reactants are [CH3], CCCCCC=CC(O[SiH2]C(C)(C)C)C(O)CC(=O)[O-]. Yields the product CCCCCC=CC1OC(=O)CC1O. As a reaction SMILES: [CH3:1].[OH:2][CH:3]([CH2:4][C:5]([O-:7])=[O:21])[CH:8]([CH:9]=[CH:10][CH2:11][CH2:12][CH2:13][CH2:14][CH3:15])[O:16][SiH2:6][C:17]([CH3:18])([CH3:19])[CH3:20]>>[OH:2][CH:3]1[CH2:4][C:5](=[O:7])[O:16][CH:8]1[CH:9]=[CH:10][CH2:11][CH2:12][CH2:13][CH2:14][CH3:15]. The reactants are C(O)([O-])=O.[Na+] (sodium hydrogen carbonate), C1(=CC=CC=C1)P(C1=CC=CC=C1)C1=CC=CC=C1 (triphenylphosphine), C(Br)(Br)(Br)Br (carbon tetrabromide), C(C)OC(=O)N1[C@@H](C[C@@H](C2=NC(=CC=C12)OC)NC1=NC=C(C(=N1)CC1=CC(=CC(=C1)C(F)(F)F)C(F)(F)F)CO)CC ((2R*,4S*)-4-{[3,5-Bis(trifluoromethyl)benzyl]-[5-(hydroxymethyl)-pyrimidin-2-yl]}amino-2-ethyl-6-methoxy-3,4-dihydro-2H-[1,5]naphthyridine-1-carboxylic acid ethyl ester). Run in C(Cl)Cl (methylene chloride). Conditions: time 3 hour. Product: C(C)OC(=O)N1[C@@H](C[C@@H](C2=NC(=CC=C12)OC)NC1=NC=C(C(=N1)CC1=CC(=CC(=C1)C(F)(F)F)C(F)(F)F)CBr)CC ((2R*,4S*)-4-{[3,5-bis(trifluoromethyl)benzyl]-[5-(bromomethyl)pyrimidin-2-yl]}amino-2-ethyl-6-methoxy-3,4-dihydro-2H-[1,5]naphthyridine-1-carboxylic acid ethyl ester). Yield: 62.6%. Reaction SMILES: [CH2:1]([O:3][C:4]([N:6]1[C:15]2[C:10](=[N:11][C:12]([O:16][CH3:17])=[CH:13][CH:14]=2)[C@@H:9]([NH:18][C:19]2[N:24]=[C:23]([CH2:25][C:26]3[CH:31]=[C:30]([C:32]([F:35])([F:34])[F:33])[CH:29]=[C:28]([C:36]([F:39])([F:38])[F:37])[CH:27]=3)[C:22]([CH2:40]O)=[CH:21][N:20]=2)[CH2:8][C@H:7]1[CH2:42][CH3:43])=[O:5])[CH3:2].C1(P(C2C=CC=CC=2)C2C=CC=CC=2)C=CC=CC=1.C(Br)(Br)(Br)[Br:64].C(=O)([O-])O.[Na+]>C(Cl)Cl>[CH2:1]([O:3][C:4]([N:6]1[C:15]2[C:10](=[N:11][C:12]([O:16][CH3:17])=[CH:13][CH:14]=2)[C@@H:9]([NH:18][C:19]2[N:24]=[C:23]([CH2:25][C:26]3[CH:31]=[C:30]([C:32]([F:35])([F:34])[F:33])[CH:29]=[C:28]([C:36]([F:39])([F:38])[F:37])[CH:27]=3)[C:22]([CH2:40][Br:64])=[CH:21][N:20]=2)[CH2:8][C@H:7]1[CH2:42][CH3:43])=[O:5])[CH3:2] |f:3.4|. Procedure details: (2R*,4S*)-4-{[3,5-Bis(trifluoromethyl)benzyl]-[5-(hydroxymethyl)-pyrimidin-2-yl]}amino-2-ethyl-6-methoxy-3,4-dihydro-2H-[1,5]naphthyridine-1-carboxylic acid ethyl ester (1 g) is dissolved in methylene chloride (20 ml), then thereto are added triphenylphosphine (855 mg) and carbon tetrabromide (1.35 g), and the mixture is stirred for 3 hours. A saturated aqueous sodium hydrogen carbonate solution is added to the reaction solution and the mixture is extracted with ethyl acetate. The organic layer ...